This data is from the Open Reaction Database (ORD), a public repository of structured organic reaction records. The task is: describe an organic reaction: reactants, conditions, products, and yield Reactants: FC=1C=C(C[C@@H]([C@@H](CNC2CCN(C3=CC=C(C=C23)CC)C)O)NC(OC(C)(C)C)=O)C=C(C1)F (tert-butyl (1S,2R)-1-(3,5-difluorobenzyl)-3-[(6-ethyl-1-methyl-1,2,3,4-tetrahydroquinolin-4-yl)amino]-2-hydroxypropylcarbamate), Cl (HCl). Run in CO (MeOH), CCOCC (Et2O). Product: N[C@H]([C@@H](CNC1CCN(C2=CC=C(C=C12)CC)C)O)CC1=CC(=CC(=C1)F)F ((2R,3S)-3-amino-4-(3,5-difluorophenyl)-1-[(6-ethyl-1-methyl-1,2,3,4-tetrahydroquinolin-4-yl)amino]butan-2-ol). Isolated yield 78.0%. As a reaction SMILES: [F:1][C:2]1[CH:3]=[C:4]([CH:32]=[C:33]([F:35])[CH:34]=1)[CH2:5][C@H:6]([NH:24]C(=O)OC(C)(C)C)[C@H:7]([OH:23])[CH2:8][NH:9][CH:10]1[C:19]2[C:14](=[CH:15][CH:16]=[C:17]([CH2:20][CH3:21])[CH:18]=2)[N:13]([CH3:22])[CH2:12][CH2:11]1.Cl>CO.CCOCC>[NH2:24][C@@H:6]([CH2:5][C:4]1[CH:3]=[C:2]([F:1])[CH:34]=[C:33]([F:35])[CH:32]=1)[C@H:7]([OH:23])[CH2:8][NH:9][CH:10]1[C:19]2[C:14](=[CH:15][CH:16]=[C:17]([CH2:20][CH3:21])[CH:18]=2)[N:13]([CH3:22])[CH2:12][CH2:11]1. Reported procedure: To a solution of tert-butyl (1S,2R)-1-(3,5-difluorobenzyl)-3-[(6-ethyl-1-methyl-1,2,3,4-tetrahydroquinolin-4-yl)amino]-2-hydroxypropylcarbamate (0.412 g) in MeOH (5 mL) was added 2N HCl in Et2O (2.1 mL). The mixture was stirred at room temperature for fifteen minutes. The mixture was stripped of solvent under reduced pressure. The residue was partitioned between dichloromethane and aqueous sodium bicarbonate, and the organic was extracted three times, washed with brine, dried with sodium sulfate...